This data is from the Open Reaction Database (ORD), a public repository of structured organic reaction records. The task is: describe an organic reaction: reactants, conditions, products, and yield Reactants: C(CCl)O, c1(c(n[nH]c1)C)[N+](=O)[O-]. The reagents and catalysts are c1ccc(cc1)-c2c3ccccc3cc4ccccc24 (9-Phenylanthracene), CC(C)(C)N=P(N1CCCC1)(N2CCCC2)N3CCCC3   (P1-t-Bu-tris). Run in CN(C)C=O  (DMF). Reaction conditions: temperature 50 celsius, time 18 hour. Yields the product Cc1nn(CCO)cc1[N+](=O)[O-]. Reaction SMILES: [CH3:1][c:2]1[c:6]([N+:7]([O-:9])=[O:8])[cH:5][nH:4][n:3]1.[OH:10][CH2:11][CH2:12]Cl>>[CH3:1][c:2]1[c:6]([N+:7]([O-:9])=[O:8])[cH:5][n:4]([CH2:12][CH2:11][OH:10])[n:3]1.